Dataset: the Open Reaction Database (ORD), a public repository of structured organic reaction records. Task: describe an organic reaction: reactants, conditions, products, and yield Reactants: [Cl-].[Li+] (Lithium chloride), O (Water), BrC=1N=C(N(C1C=O)CC1=C(C=C(C=C1)OCCCCC)Cl)C (4-bromo-1-(2-chloro-4-(1-pentyloxy)benzyl)-2-methyl-1H-imidazole-5-carbaldehyde), C(=C)[Sn](CCCC)(CCCC)CCCC (vinyltributyltin). Reagents/catalysts: C=1C=CC(=CC1)[P](C=2C=CC=CC2)(C=3C=CC=CC3)[Pd]([P](C=4C=CC=CC4)(C=5C=CC=CC5)C=6C=CC=CC6)([P](C=7C=CC=CC7)(C=8C=CC=CC8)C=9C=CC=CC9)[P](C=1C=CC=CC1)(C=1C=CC=CC1)C=1C=CC=CC1 (tetrakis(triphenylphosphine)palladium(0)). The solvent is O1CCOCC1 (1,4-dioxane). Product: ClC1=C(CN2C(=NC(=C2C=O)C=C)C)C=CC(=C1)OCCCCC (1-(2-chloro-4-(1-pentyloxy)benzyl)-4-ethenyl-2-methyl-1H-imidazole-5-carbaldehyde). Yield: 87.7%. RXN SMILES: [Cl-].[Li+].Br[C:4]1[N:5]=[C:6]([CH3:25])[N:7]([CH2:11][C:12]2[CH:17]=[CH:16][C:15]([O:18][CH2:19][CH2:20][CH2:21][CH2:22][CH3:23])=[CH:14][C:13]=2[Cl:24])[C:8]=1[CH:9]=[O:10].[CH:26]([Sn](CCCC)(CCCC)CCCC)=[CH2:27].O>O1CCOCC1.C1C=CC([P]([Pd]([P](C2C=CC=CC=2)(C2C=CC=CC=2)C2C=CC=CC=2)([P](C2C=CC=CC=2)(C2C=CC=CC=2)C2C=CC=CC=2)[P](C2C=CC=CC=2)(C2C=CC=CC=2)C2C=CC=CC=2)(C2C=CC=CC=2)C2C=CC=CC=2)=CC=1>[Cl:24][C:13]1[CH:14]=[C:15]([O:18][CH2:19][CH2:20][CH2:21][CH2:22][CH3:23])[CH:16]=[CH:17][C:12]=1[CH2:11][N:7]1[C:8]([CH:9]=[O:10])=[C:4]([CH:26]=[CH2:27])[N:5]=[C:6]1[CH3:25] |f:0.1,^1:51,53,72,91|. Reported procedure: Lithium chloride (180 mg) was suspended in 1,4-dioxane (10 ml), and 4-bromo-1-(2-chloro-4-(1-pentyloxy)benzyl)-2-methyl-1H-imidazole-5-carbaldehyde (707 mg), vinyltributyltin (617 mg) and tetrakis(triphenylphosphine)palladium(0) (102 mg) were added. The mixture was refluxed under heating for 12 hr. Water was added to the reaction mixture and the mixture was extracted with ethyl acetate. The organic layer was washed with saturated brine, dried over anhydrous magnesium sulfate and concentrated und... Reactants: O.NN (hydrazine monohydrate), COCN1C(=CC2=CC=CC(=C12)[N+](=O)[O-])C=1SC(=CN1)C(=O)OCC (ethyl 2-[1-(methoxymethyl)-7-nitro-1H-indol-2-yl]-1,3-thiazole-5-carboxylate), O1CCCC1 (tetrahydrofuran). Reagents/catalysts: O.O.O.O.O.O.[Fe](Cl)(Cl)Cl (iron(III) chloride hexahydrate). The solvent is C(C)O (ethanol). Yields the product NC=1C=CC=C2C=C(N(C12)COC)C=1SC(=CN1)C(=O)OCC (Ethyl 2-[7-amino-1-(methoxymethyl)-1H-indol-2-yl]-1,3-thiazole-5-carboxylate). The yield is 97.4%. Reaction SMILES: [CH3:1][O:2][CH2:3][N:4]1[C:12]2[C:7](=[CH:8][CH:9]=[CH:10][C:11]=2[N+:13]([O-])=O)[CH:6]=[C:5]1[C:16]1[S:17][C:18]([C:21]([O:23][CH2:24][CH3:25])=[O:22])=[CH:19][N:20]=1.O1CCCC1.O.NN>O.O.O.O.O.O.[Fe](Cl)(Cl)Cl.C(O)C>[NH2:13][C:11]1[CH:10]=[CH:9][CH:8]=[C:7]2[C:12]=1[N:4]([CH2:3][O:2][CH3:1])[C:5]([C:16]1[S:17][C:18]([C:21]([O:23][CH2:24][CH3:25])=[O:22])=[CH:19][N:20]=1)=[CH:6]2 |f:2.3,4.5.6.7.8.9.10|. Procedure details: A mixture of ethyl 2-[1-(methoxymethyl)-7-nitro-1H-indol-2-yl]-1,3-thiazole-5-carboxylate (2.44 g), iron(III) chloride hexahydrate (92 mg), activated carbon (1.0 g), tetrahydrofuran (10 mL) and ethanol (5 mL) was heated under reflux for 20 min. To the reaction mixture was added hydrazine monohydrate (2.05 g) over 15 min while heating under reflux. The reaction mixture was heated under reflux for 5 hr, filtrated, and the filtrate was concentrated. The residue was dissolved in ethyl acetate, washe... Reactants: FC1=CC=C(C=C1)C(O)(C1CCNCC1)C1=CC=C(C=C1)F ([α,α-bis(p-fluorophenyl)]-4-piperidinemethanol), C(C)OC(NC1=CC=C(C=C1)OCCCBr)=O ([4-(3-bromopropoxy)phenyl]carbamic acid ethyl ester). Product: C(C)OC(NC1=CC=C(C=C1)OCCCN1CCC(CC1)C(O)(C1=CC=C(C=C1)F)C1=CC=C(C=C1)F)=O ([4-[3-[4-[Bis(4-fluorophenyl)hydroxymethyl]-1-piperidinyl]propoxy]phenyl]carbamic acid ethyl ester). Reaction SMILES: [F:1][C:2]1[CH:7]=[CH:6][C:5]([C:8]([C:16]2[CH:21]=[CH:20][C:19]([F:22])=[CH:18][CH:17]=2)([CH:10]2[CH2:15][CH2:14][NH:13][CH2:12][CH2:11]2)[OH:9])=[CH:4][CH:3]=1.[CH2:23]([O:25][C:26](=[O:39])[NH:27][C:28]1[CH:33]=[CH:32][C:31]([O:34][CH2:35][CH2:36][CH2:37]Br)=[CH:30][CH:29]=1)[CH3:24]>>[CH2:23]([O:25][C:26](=[O:39])[NH:27][C:28]1[CH:33]=[CH:32][C:31]([O:34][CH2:35][CH2:36][CH2:37][N:13]2[CH2:12][CH2:11][CH:10]([C:8]([C:16]3[CH:17]=[CH:18][C:19]([F:22])=[CH:20][CH:21]=3)([C:5]3[CH:6]=[CH:7][C:2]([F:1])=[CH:3][CH:4]=3)[OH:9])[CH2:15][CH2:14]2)=[CH:30][CH:29]=1)[CH3:24]. Procedure: Following the procedure of Example 1, [α,α-bis(p-fluorophenyl)]-4-piperidinemethanol and [4-(3-bromopropoxy)phenyl]carbamic acid ethyl ester are reacted to give the title compound. Starting materials: Cn1nccc1-c1cc([N+](=O)[O-])ccc1OCCBr, O=C1CCC(=O)N1Cl, CN(C)C=O. Product: Cn1ncc(Cl)c1-c1cc([N+](=O)[O-])ccc1OCCBr. RXN SMILES: [Br:1][CH2:2][CH2:3][O:4][c:5]1[c:6](-[c:14]2[cH:15][cH:16][n:17][n:18]2[CH3:19])[cH:7][c:8]([N+:11](=[O:12])[O-:13])[cH:9][cH:10]1.[Cl:20][N:21]1[C:22](=[O:23])[CH2:24][CH2:25][C:26]1=[O:27].[O:28]=[CH:29][N:30]([CH3:31])[CH3:32]>>[Br:1][CH2:2][CH2:3][O:4][c:5]1[c:6](-[c:14]2[c:15]([Cl:20])[cH:16][n:17][n:18]2[CH3:19])[cH:7][c:8]([N+:11](=[O:12])[O-:13])[cH:9][cH:10]1.